From a dataset of the Open Reaction Database (ORD), a public repository of structured organic reaction records. describe an organic reaction: reactants, conditions, products, and yield The reactants are N1=CC=CC=C1 (pyridine), C(Cl)(Cl)(Cl)Cl (carbon tetrachloride), C(C1=CC=CC=C1)(=O)C1=CC=CC=C1 (benzophenone), C(CC(=O)OC)(=O)OC (dimethyl malonate). The reagents and catalysts are [Ti](Cl)(Cl)(Cl)Cl (titanium tetrachloride). Solvent: O1CCCC1 (tetrahydrofuran), O1CCCC1 (tetrahydrofuran), C(C)(=O)OCC (ethyl acetate), O (Water), O1CCCC1 (tetrahydrofuran). Run at temperature 0 celsius. Product: C1(=CC=CC=C1)C(C=C(C(=O)OC)C(=O)OC)C1=CC=CC=C1 (Dimethyl 2,2-Diphenylethylidenemalonate). Reaction SMILES: C(Cl)(Cl)(Cl)Cl.[C:6]([C:14]1[CH:19]=[CH:18][CH:17]=[CH:16][CH:15]=1)(=O)[C:7]1[CH:12]=[CH:11][CH:10]=[CH:9][CH:8]=1.[C:20]([O:27][CH3:28])(=[O:26])[CH2:21][C:22]([O:24][CH3:25])=[O:23].N1C=CC=C[CH:30]=1>O1CCCC1.[Ti](Cl)(Cl)(Cl)Cl.C(OCC)(=O)C.O>[C:7]1([CH:6]([C:14]2[CH:19]=[CH:18][CH:17]=[CH:16][CH:15]=2)[CH:30]=[C:21]([C:20]([O:27][CH3:28])=[O:26])[C:22]([O:24][CH3:25])=[O:23])[CH:12]=[CH:11][CH:10]=[CH:9][CH:8]=1. Procedure: To a stirred solution of titanium tetrachloride (22 mL, 0.2 mol), carbon tetrachloride (50 mL) and tetrahydrofuran (400 mL) at 0° C. is added benzophenone (18.2 g, 0.1 mol) and dimethyl malonate (13.3 g, 0.1 mol). After stirring at 0° C. for forty minutes, a solution of pyridine (32 mL) in tetrahydrofuran (70 mL) is added dropwise. The mixture is allowed to warm to room temperature and is then stirred for four days. The formation of a heavy precipitate requires the addition of more tetrahydrofur...